The task is: describe an organic reaction: reactants, conditions, products, and yield. This data is from the Open Reaction Database (ORD), a public repository of structured organic reaction records. Starting materials: C(C)(C)[Si](OCC=1C=C(C=NC1)C(C)(C)O)(C(C)C)C(C)C (2-(5-((triisopropylsilyloxy)methyl)pyridin-3-yl)propan-2-ol), C(C)N(CC)S(F)(F)F (diethylaminosulfur trifluoride). The solvent is C(Cl)Cl (DCM). Conditions: temperature 0 celsius, time 1 hour. The product is FC(C)(C)C=1C=NC=C(C1)CO[Si](C(C)C)(C(C)C)C(C)C (fluoride). The yield is 38.8%. RXN SMILES: [CH:1]([Si:4]([CH:20]([CH3:22])[CH3:21])([CH:17]([CH3:19])[CH3:18])[O:5][CH2:6][C:7]1[CH:8]=[C:9]([C:13](O)([CH3:15])[CH3:14])[CH:10]=[N:11][CH:12]=1)([CH3:3])[CH3:2].C(N(S(F)(F)[F:29])CC)C>C(Cl)Cl>[F:29][C:13]([C:9]1[CH:10]=[N:11][CH:12]=[C:7]([CH2:6][O:5][Si:4]([CH:20]([CH3:22])[CH3:21])([CH:17]([CH3:19])[CH3:18])[CH:1]([CH3:3])[CH3:2])[CH:8]=1)([CH3:15])[CH3:14]. Procedure: To 2-(5-((triisopropylsilyloxy)methyl)pyridin-3-yl)propan-2-ol (1.1 g, 3.4 mmol) in DCM (30 mL) at −78° C. was added diethylaminosulfur trifluoride (DAST) (0.67 mL, 5.1 mmol) and stirred at the same temperature for 1 hr, then warmed to 0° C. for 3 hrs. The resulting mixture was quenched with MeOH and saturated aqueous NaHCO3. The mixture was extracted with EtOAc three times and dried with anhydrous NaSO4, filtered and concentrated to dryness. Careful purification by flash chromatography (silica ...